This data is from the Open Reaction Database (ORD), a public repository of structured organic reaction records. The task is: describe an organic reaction: reactants, conditions, products, and yield Starting materials: C(C)O, C(C(O)=O)(F)(F)F, c12c(cccc1)cncc2. The reagents and catalysts are c1ccc(cc1)-c2c3ccccc3cc4ccccc24 (9-Phenylanthracene), CCOC(=O)C(C)S   (Et2MercapCOOEt), (Ir[dF(5CF3)ppy]2(dtbpy))PF6. Solvent: CS(=O)C (DMSO). Conditions: temperature 25 celsius, time 18 hour. Product: CCc1nccc2ccccc12. RXN SMILES: [cH:1]1[cH:10][c:9]([c:4]2[cH:3][cH:2]1)[cH:8][cH:7][n:6][cH:5]2.[CH3:11][CH2:12]O>>[CH3:11][CH2:12][c:5]1[c:4]([c:9]2[cH:8][cH:7][n:6]1)[cH:3][cH:2][cH:1][cH:10]2. Starting materials: COc1cccc(OC2COc3ccc(O)cc3C2O)c1, ClCCl, ClCc1ccccn1. The product is COc1cccc(OC2COc3ccc(OCc4ccccn4)cc3C2O)c1. As a reaction SMILES: [CH3:1][O:2][c:3]1[cH:4][c:5]([O:6][CH:7]2[CH2:8][O:9][c:10]3[cH:11][cH:12][c:13]([OH:18])[cH:14][c:15]3[CH:16]2[OH:17])[cH:19][cH:20][cH:21]1.[Cl:30][CH2:31][Cl:32].[c:22]1([CH2:28][Cl:29])[cH:23][cH:24][cH:25][cH:26][n:27]1>>[CH3:1][O:2][c:3]1[cH:4][c:5]([O:6][CH:7]2[CH2:8][O:9][c:10]3[cH:11][cH:12][c:13]([O:18][CH2:28][c:22]4[cH:23][cH:24][cH:25][cH:26][n:27]4)[cH:14][c:15]3[CH:16]2[OH:17])[cH:19][cH:20][cH:21]1. Procedure details: The titled compound (13 mg) was synthesized analogously by procedures described in the Example for (R)-4-(1-amino-1-oxo-3-(4-(pyridin-4-yl)phenyl)propan-2-ylamino)-5-fluoro-2-(3-methylisothiazol-5-ylamino)benzamide, using pyridine-3-boronic acid in place of pyridine-4-boronic acid. MS 491.5 (M+H); UV 205.2, 244.2, 299.4 nm. Yields the product NC([C@@H](CC1=CC=C(C=C1)C=1C=NC=CC1)NC1=CC(=C(C(=O)N)C=C1F)NC1=CC(=NS1)C)=O ((R)-4-(1-amino-1-oxo-3-(4-(pyridin-3-yl)phenyl)propan-2-ylamino)-5-fluoro-2-(3-methylisothiazol-5-ylamino)benzamide). Reactants: NC([C@@H](CC1=CC=C(C=C1)C1=CC=NC=C1)NC1=CC(=C(C(=O)N)C=C1F)NC1=CC(=NS1)C)=O ((R)-4-(1-amino-1-oxo-3-(4-(pyridin-4-yl)phenyl)propan-2-ylamino)-5-fluoro-2-(3-methylisothiazol-5-ylamino)benzamide), N1=CC(=CC=C1)B(O)O (pyridine-3-boronic acid). As a reaction SMILES: [NH2:1][C:2](=[O:35])[C@H:3]([NH:17][C:18]1[C:26]([F:27])=[CH:25][C:21]([C:22]([NH2:24])=[O:23])=[C:20]([NH:28][C:29]2[S:33][N:32]=[C:31]([CH3:34])[CH:30]=2)[CH:19]=1)[CH2:4][C:5]1[CH:10]=[CH:9][C:8](C2C=CN=CC=2)=[CH:7][CH:6]=1.[N:36]1[CH:41]=[CH:40][CH:39]=[C:38](B(O)O)[CH:37]=1>>[NH2:1][C:2](=[O:35])[C@H:3]([NH:17][C:18]1[C:26]([F:27])=[CH:25][C:21]([C:22]([NH2:24])=[O:23])=[C:20]([NH:28][C:29]2[S:33][N:32]=[C:31]([CH3:34])[CH:30]=2)[CH:19]=1)[CH2:4][C:5]1[CH:10]=[CH:9][C:8]([C:38]2[CH:37]=[N:36][CH:41]=[CH:40][CH:39]=2)=[CH:7][CH:6]=1. Reactants: [Ag+], [Ag+], [Ag+], [Ag+], CCOC(C)=O, CC(C)CCCC(C)C1CCC2C3CCC4CC(O)CCC4(C)C3CCC12C, [O-][Si]([O-])([O-])[O-]. Product: CC(C)CCCC(C)C1CCC2C3CCC4CC(=O)CCC4(C)C3CCC12C. Reaction SMILES: [Ag+:34].[Ag+:35].[Ag+:36].[Ag+:37].[CH3:38][CH2:39][O:40][C:41](=[O:42])[CH3:43].[OH:1][CH:2]1[CH2:3][CH:4]2[CH2:5][CH2:6][CH:7]3[CH:8]4[CH2:9][CH2:10][CH:11]([CH:12]([CH2:13][CH2:14][CH2:15][CH:16]([CH3:17])[CH3:18])[CH3:19])[C:20]4([CH3:28])[CH2:21][CH2:22][CH:23]3[C:24]2([CH3:27])[CH2:25][CH2:26]1.[Si:29]([O-:30])([O-:31])([O-:32])[O-:33]>>[O:1]=[C:2]1[CH2:3][CH:4]2[CH2:5][CH2:6][CH:7]3[CH:8]4[CH2:9][CH2:10][CH:11]([CH:12]([CH2:13][CH2:14][CH2:15][CH:16]([CH3:17])[CH3:18])[CH3:19])[C:20]4([CH3:28])[CH2:21][CH2:22][CH:23]3[C:24]2([CH3:27])[CH2:25][CH2:26]1. Starting materials: BrCC1CCCCC1, O=C([O-])[O-], CC(=O)CCn1cnc2[nH]c(=O)n(CC3CC3)c(=O)c21, [K+], [K+], CN(C)C=O. Yields the product CC(=O)CCn1cnc2c1c(=O)n(CC1CC1)c(=O)n2CC1CCCCC1. Reaction SMILES: [Br:21][CH2:22][CH:23]1[CH2:24][CH2:25][CH2:26][CH2:27][CH2:28]1.[C:29](=[O:30])([O-:31])[O-:32].[CH:1]1([CH2:4][n:5]2[c:6](=[O:7])[nH:8][c:9]3[n:10][cH:11][n:12]([CH2:16][CH2:17][C:18]([CH3:19])=[O:20])[c:13]3[c:14]2=[O:15])[CH2:2][CH2:3]1.[K+:33].[K+:34].[O:35]=[CH:36][N:37]([CH3:38])[CH3:39]>>[CH:1]1([CH2:4][n:5]2[c:6](=[O:7])[n:8]([CH2:22][CH:23]3[CH2:24][CH2:25][CH2:26][CH2:27][CH2:28]3)[c:9]3[n:10][cH:11][n:12]([CH2:16][CH2:17][C:18]([CH3:19])=[O:20])[c:13]3[c:14]2=[O:15])[CH2:2][CH2:3]1. Reaction SMILES: [BH4-:1].[CH3:15][CH2:16][OH:17].[Cl:18][CH2:19][Cl:20].[F:3][C:4]([C:5]([CH2:6][C:7](=[O:8])[O:9][CH2:10][CH3:11])=[O:12])([F:13])[F:14].[Na+:2]>>[F:3][C:4]([CH:5]([CH2:6][C:7](=[O:8])[O:9][CH2:10][CH3:11])[OH:12])([F:13])[F:14]. Reactants: [BH4-], CCO, ClCCl, CCOC(=O)CC(=O)C(F)(F)F, [Na+]. Product: CCOC(=O)CC(O)C(F)(F)F. The reactants are CC(C)(C)OC(=O)N1CCC(Oc2ccc(CN3CCN(C(=O)c4ccccc4)CC3)cc2)CC1, c1cc(OCCCN2CCCCC2)ccc1CN1CCCNCC1. Product: O=C(c1ccccc1)N1CCN(Cc2ccc(OC3CCNCC3)cc2)CC1. As a reaction SMILES: [C:1]([O:2][C:3](=[O:4])[N:8]1[CH2:9][CH2:10][CH:11]([O:14][c:15]2[cH:16][cH:17][c:18]([CH2:21][N:22]3[CH2:23][CH2:24][N:25]([C:28](=[O:29])[c:30]4[cH:31][cH:32][cH:33][cH:34][cH:35]4)[CH2:26][CH2:27]3)[cH:19][cH:20]2)[CH2:12][CH2:13]1)([CH3:5])([CH3:6])[CH3:7].[N:36]1([CH2:37][CH2:38][CH2:39][O:40][c:41]2[cH:42][cH:43][c:44]([CH2:45][N:46]3[CH2:47][CH2:48][CH2:49][NH:50][CH2:51][CH2:52]3)[cH:53][cH:54]2)[CH2:55][CH2:56][CH2:57][CH2:58][CH2:59]1>>[NH:8]1[CH2:9][CH2:10][CH:11]([O:14][c:15]2[cH:16][cH:17][c:18]([CH2:21][N:22]3[CH2:23][CH2:24][N:25]([C:28](=[O:29])[c:30]4[cH:31][cH:32][cH:33][cH:34][cH:35]4)[CH2:26][CH2:27]3)[cH:19][cH:20]2)[CH2:12][CH2:13]1. Starting materials: Cl.CN1C(=C(C(C=C1C)=O)O)COC (1,6-dimethyl-2-methoxymethyl-3-hydroxy-pyridin-4(1H)-one hydrochloride), Cl.CN1C(=C(C(C=C1C)=O)OCC1=CC=CC=C1)C(C)OC (1,6-dimethyl-2-(1-methoxyethyl)-3-benzyloxy-pyridin-4(1H)-one hydrochloride). The reagents and catalysts are [Pd] (Pd/C). Product: Cl.CN1C(=C(C(C=C1C)=O)O)C(C)OC (1,6-Dimethyl-2-(1-methoxyethyl)-3-hydroxy-pyridin-4(1H)-one hydrochloride). The yield is 90.0%. As a reaction SMILES: [ClH:1].CN1C(C)=CC(=O)C(O)=C1COC.Cl.[CH3:16][N:17]1[C:22]([CH3:23])=[CH:21][C:20](=[O:24])[C:19]([O:25]CC2C=CC=CC=2)=[C:18]1[CH:33]([O:35][CH3:36])[CH3:34]>[Pd]>[ClH:1].[CH3:16][N:17]1[C:22]([CH3:23])=[CH:21][C:20](=[O:24])[C:19]([OH:25])=[C:18]1[CH:33]([O:35][CH3:36])[CH3:34] |f:0.1,2.3,5.6|. Procedure details: In an analogous hydrogenation procedure in the preparation of 1,6-dimethyl-2-methoxymethyl-3-hydroxy-pyridin-4(1H)-one hydrochloride using 1,6-dimethyl-2-(1-methoxyethyl)-3-benzyloxy-pyridin-4(1H)-one hydrochloride (1.62 g, 5 mmol) and 5% Pd/C catalyst (0.35 g) yield the title compound 1.06 g (90%) after recrystallisation from methanol/diethyl ether, as a white crystalline solid. m.p. 205-207° C.